This data is from the Open Reaction Database (ORD), a public repository of structured organic reaction records. The task is: describe an organic reaction: reactants, conditions, products, and yield The reactants are N1CCC(CC1)N1C=NC2=C1C=CC(=C2)N (1-(Piperidin-4-yl)-1H-benzo[d]imidazol-5-amine), BrCC1=CC=C(C=C1)C(C(F)(F)F)(C(F)(F)F)O (2-(4-(bromomethyl)phenyl)-1,1,1,3,3,3-hexafluoropropan-2-ol), C([O-])([O-])=O.[K+].[K+] (potassium carbonate). The solvent is C(C)#N (acetonitrile). Product: NC1=CC2=C(N(C=N2)C2CCN(CC2)CC2=CC=C(C=C2)C(C(F)(F)F)(C(F)(F)F)O)C=C1 (2-(4-((4-(5-Amino-1H-benzo[d]imidazol-1-yl)piperidin-1-yl)methyl)phenyl)-1,1,1,3,3,3-hexafluoropropan-2-ol). Reaction SMILES: [NH:1]1[CH2:6][CH2:5][CH:4]([N:7]2[C:11]3[CH:12]=[CH:13][C:14]([NH2:16])=[CH:15][C:10]=3[N:9]=[CH:8]2)[CH2:3][CH2:2]1.Br[CH2:18][C:19]1[CH:24]=[CH:23][C:22]([C:25]([OH:34])([C:30]([F:33])([F:32])[F:31])[C:26]([F:29])([F:28])[F:27])=[CH:21][CH:20]=1.C(=O)([O-])[O-].[K+].[K+]>C(#N)C>[NH2:16][C:14]1[CH:13]=[CH:12][C:11]2[N:7]([CH:4]3[CH2:3][CH2:2][N:1]([CH2:18][C:19]4[CH:20]=[CH:21][C:22]([C:25]([OH:34])([C:26]([F:27])([F:28])[F:29])[C:30]([F:31])([F:32])[F:33])=[CH:23][CH:24]=4)[CH2:6][CH2:5]3)[CH:8]=[N:9][C:10]=2[CH:15]=1 |f:2.3.4|. Procedure details: 1-(Piperidin-4-yl)-1H-benzo[d]imidazol-5-amine, 2-(4-(bromomethyl)phenyl)-1,1,1,3,3,3-hexafluoropropan-2-ol (4.82 mmol, 1.624 g) and potassium carbonate (9.64 mmol, 1.332 g) were combined and stirred in acetonitrile (25 mL) at room temperature for 3 days. The reaction mixture was concentrated under vacuum, taken up in dichloromethane, washed with water and concentrated under vacuum. The resulting residue was purified by silica chromatography (eluting with a solvent gradient from dichloromethane ...